Dataset: the Open Reaction Database (ORD), a public repository of structured organic reaction records. Task: describe an organic reaction: reactants, conditions, products, and yield The reactants are solution, CNC (dimethylamine), C(C)O (ethanol), C(C)(C)(C)OC(=O)N1CCC(CC1)C(=O)O (1-(tert-Butoxycarbonyl)piperidine-4-carboxylic acid), Cl.CN(CCCN=C=NCC)C (N-(3-dimethylaminopropyl)-N′-ethylcarbodiimide hydrochloride), ON1N=NC2=C1N=CC=C2 (1-Hydroxy-7-azabenzotriazole). The solvent is CN(C=O)C (N,N-dimethylformamide), C(C)(=O)OCC (ethyl acetate), ClCCl (dichloromethane). Conditions: temperature 0 celsius, time 20 minute. Product: C(C)(C)(C)OC(=O)N1CCC(CC1)C(N(C)C)=O (4-(dimethylcarbamoyl)piperidine-1-carboxylic acid tert-butyl ester). Yield: 50.8%. Reaction SMILES: [C:1]([O:5][C:6]([N:8]1[CH2:13][CH2:12][CH:11]([C:14]([OH:16])=O)[CH2:10][CH2:9]1)=[O:7])([CH3:4])([CH3:3])[CH3:2].ON1[C:22]2[N:23]=[CH:24]C=CC=2N=N1.Cl.CN(C)CCCN=C=NCC.CNC.C(O)C>ClCCl.CN(C)C=O.C(OCC)(=O)C>[C:1]([O:5][C:6]([N:8]1[CH2:13][CH2:12][CH:11]([C:14](=[O:16])[N:23]([CH3:24])[CH3:22])[CH2:10][CH2:9]1)=[O:7])([CH3:4])([CH3:3])[CH3:2] |f:2.3|. Procedure details: 1-(tert-Butoxycarbonyl)piperidine-4-carboxylic acid (8.0 g, 35 mmol) was dissolved in dichloromethane (70 ml) and N,N-dimethylformamide (35 ml). 1-Hydroxy-7-azabenzotriazole (4.75 g, 35 mmol) was added. The solution was cooled to 0° C. N-(3-dimethylaminopropyl)-N′-ethylcarbodiimide hydrochloride (6.69 g, 35 mmol) was added. The reaction mixture was stirred for 20 min at 0° C. A 5.6 M solution of dimethylamine in ethanol (37 ml, 209 mmol) was added. The reaction mixture was stirred for 3 days, wh... The reactants are Nc1cc(Cl)c(Oc2nc3ccc(Cl)cc3s2)c(Cl)c1, O=S(=O)(Cl)c1ccc(Cl)cc1Cl, Cl, O, c1ccncc1. Yields the product O=S(=O)(Nc1cc(Cl)c(Oc2nc3ccc(Cl)cc3s2)c(Cl)c1)c1ccc(Cl)cc1Cl. Reaction SMILES: [Cl:1][c:2]1[cH:3][c:4]([NH2:20])[cH:5][c:6]([Cl:19])[c:7]1[O:8][c:9]1[s:10][c:11]2[c:12]([n:13]1)[cH:14][cH:15][c:16]([Cl:18])[cH:17]2.[Cl:21][c:22]1[c:23]([S:29](=[O:30])(=[O:31])[Cl:32])[cH:24][cH:25][c:26]([Cl:28])[cH:27]1.[ClH:34].[OH2:33].[cH:35]1[cH:36][cH:37][n:38][cH:39][cH:40]1>>[Cl:1][c:2]1[cH:3][c:4]([NH:20][S:29]([c:23]2[c:22]([Cl:21])[cH:27][c:26]([Cl:28])[cH:25][cH:24]2)(=[O:30])=[O:31])[cH:5][c:6]([Cl:19])[c:7]1[O:8][c:9]1[s:10][c:11]2[c:12]([n:13]1)[cH:14][cH:15][c:16]([Cl:18])[cH:17]2. The reactants are OC1=CC=NN1C1=NC=CC(=C1)C#N (2-(5-hydroxy-1H-pyrazol-1-yl)pyridine-4-carbonitrile), ClC1=CC(=C(C=C1)CO)\C=C\C1=CC=C(C=C1)F ([4-chloro-2-[(E)-2-(4-fluorophenyl)ethenyl]phenyl]methanol). Product: ClC1=CC(=C(C=C1)COC1=CC=NN1C1=NC=CC(=C1)C#N)\C=C\C1=CC=C(C=C1)F (2-[5-[[4-chloro-2-[(E)-2-(4-fluorophenyl)ethenyl]phenyl]methoxy]pyrazol-1-yl]pyridine-4-carbonitrile). RXN SMILES: [OH:1][C:2]1[N:6]([C:7]2[CH:12]=[C:11]([C:13]#[N:14])[CH:10]=[CH:9][N:8]=2)[N:5]=[CH:4][CH:3]=1.[Cl:15][C:16]1[CH:21]=[CH:20][C:19]([CH2:22]O)=[C:18](/[CH:24]=[CH:25]/[C:26]2[CH:31]=[CH:30][C:29]([F:32])=[CH:28][CH:27]=2)[CH:17]=1>>[Cl:15][C:16]1[CH:21]=[CH:20][C:19]([CH2:22][O:1][C:2]2[N:6]([C:7]3[CH:12]=[C:11]([C:13]#[N:14])[CH:10]=[CH:9][N:8]=3)[N:5]=[CH:4][CH:3]=2)=[C:18](/[CH:24]=[CH:25]/[C:26]2[CH:27]=[CH:28][C:29]([F:32])=[CH:30][CH:31]=2)[CH:17]=1. Procedure details: The title compound was prepared from 2-(5-hydroxy-1H-pyrazol-1-yl)pyridine-4-carbonitrile and [4-chloro-2-[(E)-2-(4-fluorophenyl)ethenyl]phenyl]methanol according to the procedure for the preparation of Example 39, part C. 1H NMR (400 MHz, CDCl3): δ 5.31 (2H, s), 5.81 (1H, d, J=2.0 Hz), 6.96-7.04 (3H, m), 7.18-7.28 (3H, m), 7.35-7.39 (3H, m), 7.59 (1H, d, J=1.6 Hz), 7.63 (1H, d, J=2.4 Hz), 7.90 (1H, s), 8.51 (1H, d, J=4.8 Hz). [M+H] Calc'd for C24H16ClFN4O, 431. Found, 431. The reactants are C([O-])([O-])=O.[K+].[K+] (potassium carbonate), C1[C@@H]2N(C1=O)[C@H](/C(=C/CO)/O2)C(=O)O (clavulanate), C([O-])([O-])=O.[Li+].[Li+] (lithium carbonate), C([O-])([O-])=O.[Li+].[Li+] (lithium carbonate), [Li+].C1[C@@H]2N(C1=O)[C@H](/C(=C/CO)/O2)C(=O)[O-] (Lithium clavulanate), C([O-])([O-])=O.[K+].[K+] (potassium carbonate). Solvent: CC(=O)C (acetone), CC(=O)C (Acetone), CC(=O)C (acetone), CC(=O)C (acetone), CC(=O)C (acetone), O (water). Run at time 1 hour. Product: C1[C@@H]2N(C1=O)[C@H](/C(=C/CO)/O2)C(=O)[O-].[K+] (potassium clavulanate). As a reaction SMILES: [Li+].[CH2:2]1[C:5](=[O:6])[N:4]2[C@@H:7]([C:13]([O-:15])=[O:14])/[C:8](/[O:12][C@H:3]12)=[CH:9]/[CH2:10][OH:11].C(=O)([O-])[O-].[K+:20].[K+].C1C(=O)N2[C@@H](C(O)=O)/C(/O[C@H]12)=C/CO.C(=O)([O-])[O-].[Li+].[Li+]>O.CC(C)=O>[CH2:2]1[C:5](=[O:6])[N:4]2[C@@H:7]([C:13]([O-:15])=[O:14])/[C:8](/[O:12][C@H:3]12)=[CH:9]/[CH2:10][OH:11].[K+:20] |f:0.1,2.3.4,6.7.8,11.12|. Reported procedure: Lithium clavulanate (10.3 g; 0.05 mole) was dissolved in water (90 ml) and cooled in an ice bath. Acetone (60 ml) was then added. A solution of potassium carbonate (3.5 g; 0.025 mole in 10 water) was added slowly to the clavulanate solution. The first 3 drops caused the pH to reach 10.3. A few milligrams of lithium carbonate solid were added to seed out the lithium carbonate formed during the reaction. At this point the pH started to decrease. The remaining potassium carbonate solution was then ... The reactants are BrC1=NC(=CC=C1O)[N+](=O)[O-] (2-Bromo-6-nitro-3-pyridinol), C(C)(=O)OC(C)=O (acetic anhydride). Yields the product C(C)(=O)C=1C(=NC(=CC1)[N+](=O)[O-])Br (3-acetyl-2-bromo-6-nitropyridine). RXN SMILES: [Br:1][C:2]1[C:7](O)=[CH:6][CH:5]=[C:4]([N+:9]([O-:11])=[O:10])[N:3]=1.[C:12](OC(=O)C)(=[O:14])[CH3:13]>>[C:12]([C:7]1[C:2]([Br:1])=[N:3][C:4]([N+:9]([O-:11])=[O:10])=[CH:5][CH:6]=1)(=[O:14])[CH3:13]. Procedure details: Starting materials 3-acetyl-6-amino-2-bromopyridine and 2-(2-chloro-3-ethoxy-6-fluorophenyl)-cyclopropylisocyanaze, were prepared in following manner: 5 g of 2-Bromo-3-pyridine (Aldrich) was added to a mixture of 25 ml of conc. H2SO4 and 25 ml of fuming HNO3 at 0° C. The mixture was stirred one hour at that temperature, then added to 350 ml of crushed ice and extracted with CH2C12. The extract was dried with Na2SO4 and evaporated in vacuo to yield 4.1 g of a crude product as a mixture of 2-bromo...